From a dataset of the Open Reaction Database (ORD), a public repository of structured organic reaction records. describe an organic reaction: reactants, conditions, products, and yield Starting materials: COC(=O)c1cc(O)c2c(c1)OC(C)(C)C2, Cn1ccc(N)n1. The product is Cn1ccc(NC(=O)c2cc(O)c3c(c2)OC(C)(C)C3)n1. RXN SMILES: [CH3:8][O:9][C:10](=[O:11])[c:12]1[cH:13][c:14]2[c:15]([c:21]([OH:23])[cH:22]1)[CH2:16][C:17]([CH3:19])([CH3:20])[O:18]2.[NH2:1][c:2]1[n:3][n:4]([CH3:7])[cH:5][cH:6]1>>[NH:1]([c:2]1[n:3][n:4]([CH3:7])[cH:5][cH:6]1)[C:10](=[O:9])[c:12]1[cH:13][c:14]2[c:15]([c:21]([OH:23])[cH:22]1)[CH2:16][C:17]([CH3:19])([CH3:20])[O:18]2. Product: CCC(CC)Nc1cc(C)nc(Nc2c(C)cc(C)cc2C)c1C. As a reaction SMILES: [Al+3:28].[Al+3:41].[CH2:1]([CH3:2])[CH:3]([CH2:4][CH3:5])[NH:6][c:7]1[cH:8][c:9]([CH3:26])[n:10][c:11]([NH:16][c:17]2[c:18]([CH3:25])[cH:19][c:20]([CH3:24])[cH:21][c:22]2[CH3:23])[c:12]1[C:13]([OH:14])=[O:15].[CH3:33][CH2:34][O:35][CH2:36][CH3:37].[Cl-:38].[Cl-:39].[Cl-:40].[H-:27].[H-:30].[H-:31].[H-:32].[Li+:29]>>[CH2:1]([CH3:2])[CH:3]([CH2:4][CH3:5])[NH:6][c:7]1[cH:8][c:9]([CH3:26])[n:10][c:11]([NH:16][c:17]2[c:18]([CH3:25])[cH:19][c:20]([CH3:24])[cH:21][c:22]2[CH3:23])[c:12]1[CH3:13]. Starting materials: [Al+3], [Al+3], CCC(CC)Nc1cc(C)nc(Nc2c(C)cc(C)cc2C)c1C(=O)O, CCOCC, [Cl-], [Cl-], [Cl-], [H-], [H-], [H-], [H-], [Li+]. Reactants: C(C)(C)(C)OC(=O)NCC=1C=C(C=CC1)N\C(\C1=CC=CC=C1)=C\1/C(NC2=CC=CC=C12)=O ((Z)-3-[1-(3-tert.butoxycarbonylaminomethyl-phenylamino)-1-phenyl-methylidene]-2-indolinone), FC(C(=O)O)(F)F (trifluoroacetic acid). Run in ClCCl (dichloromethane). The product is NCC=1C=C(C=CC1)N\C(\C1=CC=CC=C1)=C\1/C(NC2=CC=CC=C12)=O ((Z)-3-[1-(3-aminomethyl-phenylamino)-1-phenyl-methylidene]-2-indolinone). RXN SMILES: C(OC([NH:8][CH2:9][C:10]1[CH:11]=[C:12]([NH:16]/[C:17](=[C:24]2\[C:25](=[O:33])[NH:26][C:27]3[C:32]\2=[CH:31][CH:30]=[CH:29][CH:28]=3)/[C:18]2[CH:23]=[CH:22][CH:21]=[CH:20][CH:19]=2)[CH:13]=[CH:14][CH:15]=1)=O)(C)(C)C.FC(F)(F)C(O)=O>ClCCl>[NH2:8][CH2:9][C:10]1[CH:11]=[C:12]([NH:16]/[C:17](=[C:24]2\[C:25](=[O:33])[NH:26][C:27]3[C:32]\2=[CH:31][CH:30]=[CH:29][CH:28]=3)/[C:18]2[CH:23]=[CH:22][CH:21]=[CH:20][CH:19]=2)[CH:13]=[CH:14][CH:15]=1. Reported procedure: Prepared analogously to Example 57 from (Z)-3-[1-(3-tert.butoxycarbonylaminomethyl-phenylamino)-1-phenyl-methylidene]-2-indolinone and trifluoroacetic acid in dichloromethane. Reaction SMILES: [CH2:22]([Al+:23][CH2:24][CH:25]([CH3:26])[CH3:27])[CH:28]([CH3:29])[CH3:30].[CH3:1][c:2]1[n:3][c:4](-[c:11]2[cH:12][cH:13][c:14]([C:17]([F:18])([F:19])[F:20])[cH:15][cH:16]2)[s:5][c:6]1[C:7](=[O:8])[O:9][CH3:10].[Cl:31][CH2:32][Cl:33].[H-:21]>>[CH3:1][c:2]1[n:3][c:4](-[c:11]2[cH:12][cH:13][c:14]([C:17]([F:18])([F:19])[F:20])[cH:15][cH:16]2)[s:5][c:6]1[CH2:7][OH:8]. Reactants: CC(C)C[Al+]CC(C)C, COC(=O)c1sc(-c2ccc(C(F)(F)F)cc2)nc1C, ClCCl, [H-]. The product is Cc1nc(-c2ccc(C(F)(F)F)cc2)sc1CO. Product: FC(C1=C(C=CC(=C1)[N+](=O)[O-])C)(F)F (2-(trifluoromethyl)-4-nitrotoluene). RXN SMILES: Br[C:2]1[CH:7]=[C:6]([N+:8]([O-:10])=[O:9])[CH:5]=[CH:4][C:3]=1[CH3:11].[F:12][C:13]([F:18])([F:17])C([O-])=O.[Na+].O>CN1C(=O)CCC1>[F:12][C:13]([F:18])([F:17])[C:2]1[CH:7]=[C:6]([N+:8]([O-:10])=[O:9])[CH:5]=[CH:4][C:3]=1[CH3:11] |f:1.2|. Reactants: BrC1=C(C=CC(=C1)[N+](=O)[O-])C (2-bromo-4-nitrotoluene), FC(C(=O)[O-])(F)F.[Na+] (sodium trifluoroacetate), O (water). Yield: 65.6%. Solvent: CN1CCCC1=O (NMP). Reported procedure: To a solution of 2-bromo-4-nitrotoluene (23.2 mmol) in NMP (200 mL) was added sodium trifluoroacetate (8.5 g, 62.5 mmol) and Cul (8.75 g, 46 mmol) and the reaction mixture was stirred at 160° C. for 4 hours. The solution was cooled and water (300 mL) was added. The solution was filtrated and the solid was washed with ethyl ether (250 mL×3). The organic phase was washed with water and brine, dried, filtered, concentrated and purified through column chromatography to give 2-(trifluoromethyl)-4-nit... Reaction conditions: temperature 160 celsius, time 4 hour. Starting materials: C=CCn1c(C(=O)OC)c2c(c(OC)c1=O)C(=O)N(Cc1ccc(F)c(Cl)c1)CC2, C[N+]1([O-])CCOCC1, CC(C)=O, O. Yields the product COc1c2c(c3n(c1=O)CC(CO)OC3=O)CCN(Cc1ccc(F)c(Cl)c1)C2=O. Reaction SMILES: [CH2:1]([CH:2]=[CH2:3])[n:4]1[c:5]([C:27](=[O:28])[O:29][CH3:30])[c:6]2[c:11]([c:12]([O:15][CH3:16])[c:13]1=[O:14])[C:10](=[O:17])[N:9]([CH2:18][c:19]1[cH:20][c:21]([Cl:26])[c:22]([F:25])[cH:23][cH:24]1)[CH2:8][CH2:7]2.[CH3:31][N+:32]1([O-:33])[CH2:34][CH2:35][O:36][CH2:37][CH2:38]1.[CH3:40][C:41](=[O:42])[CH3:43].[OH2:39]>>[CH2:1]1[CH:2]([CH2:3][OH:33])[O:29][C:27](=[O:28])[c:5]2[n:4]1[c:13](=[O:14])[c:12]([O:15][CH3:16])[c:11]1[c:6]2[CH2:7][CH2:8][N:9]([CH2:18][c:19]2[cH:20][c:21]([Cl:26])[c:22]([F:25])[cH:23][cH:24]2)[C:10]1=[O:17]. Reactants: C(CCCCCCCCCCC)N (dodecylamine), C(CO)(=O)OCC (ethyl glycolate), CO (methanol), C[O-].[Na+] (sodium methylate). The solvent is CCOCC (ether), CCOCC (ether). Product: C(CCCCCCCCCCC)NC(CO)=O (N-dodecylglycolamide). The yield is 74.9%. Reaction SMILES: [CH2:1]([NH2:13])[CH2:2][CH2:3][CH2:4][CH2:5][CH2:6][CH2:7][CH2:8][CH2:9][CH2:10][CH2:11][CH3:12].[C:14](OCC)(=[O:17])[CH2:15][OH:16].CO.C[O-].[Na+]>CCOCC>[CH2:1]([NH:13][C:15](=[O:16])[CH2:14][OH:17])[CH2:2][CH2:3][CH2:4][CH2:5][CH2:6][CH2:7][CH2:8][CH2:9][CH2:10][CH2:11][CH3:12] |f:3.4|. Reported procedure: 181.4 g (1.0 mol) of dodecylamine, 104.1 g (1.0 mol) of ethyl glycolate and 7.5 g (40 mmol) of a methanol solution containing 28% sodium methylate were fed into a 500-ml four-necked flask equipped with a stirrer and a thermometer. The obtained mixture was stirred under a stream of nitrogen gas, and the temperature thereof was elevated to 100° C. At this temperature, the reaction mixture was stirred for 2 hr while distilling off formed methanol. The obtained reaction mixture was dissolved in 500 ... Reactants: ClC1=CC=C(C=C1)C1=CC=CC(=N1)C(=O)O (6-(4-chlorophenyl)-2-pyridinecarboxylic acid), NC(C(=O)NC)(CC)CC (2-amino-2-ethyl-N-methyl-butyramide). The product is C(C)C(CC)(C(NC)=O)NC(=O)C1=NC(=CC=C1)C1=CC=C(C=C1)Cl (6-(4-Chloro-phenyl)-pyridine-2-carboxylic acid (1-ethyl-1-methylcarbamoyl-propyl)-amide). Reaction SMILES: [Cl:1][C:2]1[CH:7]=[CH:6][C:5]([C:8]2[N:13]=[C:12]([C:14]([OH:16])=O)[CH:11]=[CH:10][CH:9]=2)=[CH:4][CH:3]=1.[NH2:17][C:18]([CH2:25][CH3:26])([CH2:23][CH3:24])[C:19]([NH:21][CH3:22])=[O:20]>>[CH2:23]([C:18]([NH:17][C:14]([C:12]1[CH:11]=[CH:10][CH:9]=[C:8]([C:5]2[CH:4]=[CH:3][C:2]([Cl:1])=[CH:7][CH:6]=2)[N:13]=1)=[O:16])([C:19](=[O:20])[NH:21][CH3:22])[CH2:25][CH3:26])[CH3:24]. Procedure: The title compound was synthesized in analogy to Example 1, using 6-(4-chlorophenyl)-2-pyridinecarboxylic acid (CAN 135432-77-8) and 2-amino-2-ethyl-N-methyl-butyramide (Example 70 b) as starting materials, MS (EI): m/e=360.1 [M+H]+.